The task is: describe an organic reaction: reactants, conditions, products, and yield. This data is from the Open Reaction Database (ORD), a public repository of structured organic reaction records. Reactants: NC=1C(=C(C(=O)OC)C=CC1Cl)NCCCO (methyl 3-amino-4-chloro-2-[(3-hydroxypropyl)amino]benzoate), ClC1=C(C=CC(=C1)Cl)N=C=S (2,4-dichloro-1-isothiocyanatobenzene). Solvent: O1CCCC1 (tetrahydrofuran), [Na].[H][H] (sodium hydrogen), C([O-])([O-])=O (carbonate). Run at time 3 day. Yields the product ClC1=C(C(=C(C(=O)OC)C=C1)NCCCO)NC(NC1=C(C=C(C=C1)Cl)Cl)=S (methyl 4-chloro-3-{[(2,4-dichlorophenyl)carbamothioyl]amino}-2-[(3-hydroxypropyl)amino]benzoate). Isolated yield 83.7%. As a reaction SMILES: [NH2:1][C:2]1[C:3]([NH:13][CH2:14][CH2:15][CH2:16][OH:17])=[C:4]([CH:9]=[CH:10][C:11]=1[Cl:12])[C:5]([O:7][CH3:8])=[O:6].[Cl:18][C:19]1[CH:24]=[C:23]([Cl:25])[CH:22]=[CH:21][C:20]=1[N:26]=[C:27]=[S:28]>O1CCCC1.[Na].[H][H].C(=O)([O-])[O-]>[Cl:12][C:11]1[CH:10]=[CH:9][C:4]([C:5]([O:7][CH3:8])=[O:6])=[C:3]([NH:13][CH2:14][CH2:15][CH2:16][OH:17])[C:2]=1[NH:1][C:27](=[S:28])[NH:26][C:20]1[CH:21]=[CH:22][C:23]([Cl:25])=[CH:24][C:19]=1[Cl:18] |f:3.4,^1:33|. Procedure: A mixture of methyl 3-amino-4-chloro-2-[(3-hydroxypropyl)amino]benzoate (13.1 g, 50.6 mmol) and 2,4-dichloro-1-isothiocyanatobenzene (13.4 g, 65.8 mmol) in tetrahydrofuran (150 mL) was stirred at room temperature for 3 days. The mixture was diluted with saturated aqueous sodium hydrogen, carbonate, concentrated in vacuo, and extracted with ethyl acetate. The combined organic layer was washed with brine, dried over anhydrous magnesium sulfate, filtered and concentrated in vacuo. The residue was w... Starting materials: C(C)(C)(C)OC(=O)NC1=NC(=NS1)CC(=O)OCC (Ethyl α-(5-t-butoxycarbonylamino-1,2,4-thiadiazol-3-yl)acetate), C(CCC1=CC=CC=C1)=O (dihydrocinnamaldehyde). Yields the product C(C)(C)(C)OC(=O)NC1=NC(=NS1)C(C(=O)OCC)C(CCC1=CC=CC=C1)O (Ethyl α-(5-t-butoxycarbonylamino-1,2,4-thiadiazol-3-yl)-β-hydroxy-δ-phenylvalerate). Reaction SMILES: [C:1]([O:5][C:6]([NH:8][C:9]1[S:13][N:12]=[C:11]([CH2:14][C:15]([O:17][CH2:18][CH3:19])=[O:16])[N:10]=1)=[O:7])([CH3:4])([CH3:3])[CH3:2].[CH:20](=[O:29])[CH2:21][CH2:22][C:23]1[CH:28]=[CH:27][CH:26]=[CH:25][CH:24]=1>>[C:1]([O:5][C:6]([NH:8][C:9]1[S:13][N:12]=[C:11]([CH:14]([CH:20]([OH:29])[CH2:21][CH2:22][C:23]2[CH:28]=[CH:27][CH:26]=[CH:25][CH:24]=2)[C:15]([O:17][CH2:18][CH3:19])=[O:16])[N:10]=1)=[O:7])([CH3:4])([CH3:3])[CH3:2]. Procedure details: 1.0 g (3.5 mMol) of product from Example 28 were reacted with 1.4 ml (~10 mMol) of dihydrocinnamaldehyde for 5 days in the manner described in Example 29 and, after working up by aqueous extraction, the product was chromatographed on 25 g of silica gel using toluene/ethyl acetate (4:1) and separated into the erythro and threo forms. The reactants are COC1=CC=C(C=C1)C1=CC=C2CC(NC2=C1)=O (6-(4-Methoxy-phenyl)-1,3-dihydro-indol-2-one), N1(CCOCC1)CCOC=1C=C2C=C(NC2=CC1)C=O (5-(2-morpholin-4-yl-ethoxy)-1H-indole-2-carbaldehyde). Yields the product COC1=CC=C(C=C1)C1=CC=C2C(C(NC2=C1)=O)=CC=1NC2=CC=C(C=C2C1)OCCN1CCOCC1 (6-(4-Methoxy-phenyl)-3-[5-(2-morpholin-4-yl-ethoxy)-1H-indol-2-ylmethylene]-1,3-dihydro-indol-2-one). Reaction SMILES: [CH3:1][O:2][C:3]1[CH:8]=[CH:7][C:6]([C:9]2[CH:17]=[C:16]3[C:12]([CH2:13][C:14](=[O:18])[NH:15]3)=[CH:11][CH:10]=2)=[CH:5][CH:4]=1.[N:19]1([CH2:25][CH2:26][O:27][C:28]2[CH:29]=[C:30]3[C:34](=[CH:35][CH:36]=2)[NH:33][C:32]([CH:37]=O)=[CH:31]3)[CH2:24][CH2:23][O:22][CH2:21][CH2:20]1>>[CH3:1][O:2][C:3]1[CH:4]=[CH:5][C:6]([C:9]2[CH:17]=[C:16]3[C:12]([C:13](=[CH:37][C:32]4[NH:33][C:34]5[C:30]([CH:31]=4)=[CH:29][C:28]([O:27][CH2:26][CH2:25][N:19]4[CH2:24][CH2:23][O:22][CH2:21][CH2:20]4)=[CH:36][CH:35]=5)[C:14](=[O:18])[NH:15]3)=[CH:11][CH:10]=2)=[CH:7][CH:8]=1. Procedure details: 6-(4-Methoxy-phenyl)-1,3-dihydro-indol-2-one was condensed with 5-(2-morpholin-4-yl-ethoxy)-1H-indole-2-carbaldehyde to give the title compound. Reactants: CN(C)C=C1C(C2=C(NC(C1)=O)C=C(C=C2)C)=O (4-((dimethylamino)methylene)-8-methyl-3,4-dihydro-1H-benzo[b]azepine-2,5-dione), COC=1C=C(C=CC1OC)NC(=N)N (1-(3,4-dimethoxyphenyl)guanidine). Product: COC=1C=C(C=CC1OC)NC=1N=CC2=C(C3=C(NC(C2)=O)C=C(C=C3)C)N1 (2-(3,4-Dimethoxy-phenylamino)-9-methyl-5H,7H-benzo[b]pyrimido[4,5-d]azepin-6-one). Reaction SMILES: CN([CH:4]=[C:5]1[CH2:11][C:10](=[O:12])[NH:9][C:8]2[CH:13]=[C:14]([CH3:17])[CH:15]=[CH:16][C:7]=2[C:6]1=O)C.[CH3:19][O:20][C:21]1[CH:22]=[C:23]([NH:29][C:30]([NH2:32])=[NH:31])[CH:24]=[CH:25][C:26]=1[O:27][CH3:28]>>[CH3:19][O:20][C:21]1[CH:22]=[C:23]([NH:29][C:30]2[N:32]=[CH:4][C:5]3[CH2:11][C:10](=[O:12])[NH:9][C:8]4[CH:13]=[C:14]([CH3:17])[CH:15]=[CH:16][C:7]=4[C:6]=3[N:31]=2)[CH:24]=[CH:25][C:26]=1[O:27][CH3:28]. Reported procedure: In a manner similar to method I, 4-((dimethylamino)methylene)-8-methyl-3,4-dihydro-1H-benzo[b]azepine-2,5-dione (v-g) and 1-(3,4-dimethoxyphenyl)guanidine were converted to I-42 (57%): HRMS Calcd. for C21H20N4O3: 377.1613, Found 377.1613. The reactants are [I-].ClC1=[N+](C=CC=C1)C (2-Chloro-1-methylpyridinium iodide), CCN(C(C)C)C(C)C (DIEA), C1(=CC=C(C=C1)C=1N=C(SC1)N)C (4-p-tolylthiazol-2-amine), C(C)(C)(C)OC(=O)NC=1SC(=CN1)C(=O)O (2-(tert-butoxycarbonylamino)thiazole-5-carboxylic acid). Run in CN(C)C=O (DMF), CCOC(=O)C (AcOEt). Yields the product C1(=CC=C(C=C1)C=1N=C(SC1)NC(=O)C1=CN=C(S1)NC(OC(C)(C)C)=O)C (tert-butyl 5-(4-p-tolylthiazol-2-ylcarbamoyl)thiazol-2-ylcarbamate). Isolated yield 15.6%. As a reaction SMILES: [I-].ClC1C=CC=C[N+]=1C.CCN(C(C)C)C(C)C.[C:19]1([CH3:31])[CH:24]=[CH:23][C:22]([C:25]2[N:26]=[C:27]([NH2:30])[S:28][CH:29]=2)=[CH:21][CH:20]=1.[C:32]([O:36][C:37]([NH:39][C:40]1[S:41][C:42]([C:45](O)=[O:46])=[CH:43][N:44]=1)=[O:38])([CH3:35])([CH3:34])[CH3:33]>CN(C=O)C.CCOC(C)=O>[C:19]1([CH3:31])[CH:20]=[CH:21][C:22]([C:25]2[N:26]=[C:27]([NH:30][C:45]([C:42]3[S:41][C:40]([NH:39][C:37](=[O:38])[O:36][C:32]([CH3:34])([CH3:33])[CH3:35])=[N:44][CH:43]=3)=[O:46])[S:28][CH:29]=2)=[CH:23][CH:24]=1 |f:0.1|. Procedure details: 2-Chloro-1-methylpyridinium iodide (0.47 g, 1.84 mmol), DIEA (0.44 mL, 2.5 mmol) and 4-p-tolylthiazol-2-amine (0.24 g, 1.23 mmol) were added to a solution of 2-(tert-butoxycarbonylamino)thiazole-5-carboxylic acid (0.30 g, 1.23 mmol) in DMF (5 mL). The resulting solution was stirred at RT until completion of the reaction. Then the reaction mixture was diluted with AcOEt, washed with water, dried with Na2SO4 and concentrated. The crude product was purified by column (100% AcOEt), yielding tert-but... Reactants: solution, C(C)[BH-](CC)CC.[Na+] (sodium triethylborohydride), O1[C@H]2[C@@H]1C(C=C1C=C[C@H]3[C@@H]4CC[C@H](C(C(OC)OC)C)[C@]4(CC[C@@H]3[C@@]21C)C)=O (1α,2α-epoxy-21,21-dimethoxy-20-methylpregna-4,6-dien-3-one). The solvent is O1CCCC1 (tetrahydrofuran), O1CCCC1 (tetrahydrofuran). Product: O1[C@H]2[C@@H]1[C@H](C=C1C=C[C@H]3[C@@H]4CC[C@H](C(C(OC)OC)C)[C@]4(CC[C@@H]3[C@@]21C)C)O (1α,2α-epoxy-21,21-dimethoxy-20-methylpregna-4,6-dien-3α-ol). The yield is 86.3%. RXN SMILES: [O:1]1[C@H:3]2[C:4](=[O:28])[CH:5]=[C:6]3[C@:25]([CH3:26])([C@@H:2]12)[C@@H:24]1[C@H:9]([C@H:10]2[C@:21]([CH3:27])([CH2:22][CH2:23]1)[C@@H:13]([CH:14]([CH3:20])[CH:15]([O:18][CH3:19])[O:16][CH3:17])[CH2:12][CH2:11]2)[CH:8]=[CH:7]3.C([BH-](CC)CC)C.[Na+]>O1CCCC1>[O:1]1[C@H:3]2[C@@H:4]([OH:28])[CH:5]=[C:6]3[C@:25]([CH3:26])([C@@H:2]12)[C@@H:24]1[C@H:9]([C@H:10]2[C@:21]([CH3:27])([CH2:22][CH2:23]1)[C@@H:13]([CH:14]([CH3:20])[CH:15]([O:18][CH3:19])[O:16][CH3:17])[CH2:12][CH2:11]2)[CH:8]=[CH:7]3 |f:1.2|. Reported procedure: In 200 ml of tetrahydrofuran was dissolved 11.8 g of 1α,2α-epoxy-21,21-dimethoxy-20-methylpregna-4,6-dien-3-one, followed by addition of 36 ml of a 1.0M solution of sodium triethylborohydride in tetrahydrofuran under ice-cooling. The mixture was stirred under ice-cooling for 15 minutes, after which it was worked up in the same manner as Example 68 to give 10.24 g of 1α,2α-epoxy-21,21-dimethoxy-20-methylpregna-4,6-dien-3α-ol (yield: 85%) showing the following physical properties. The reactants are solution, Cl (hydrogen chloride), ClC1=NC2=CC=CC=C2N=C1OC(C(F)(F)F)C1(CCN(CC1)C(=O)OC(C)(C)C)F (2-Chloro-3-[2,2,2-trifluoro-1-(1-tert-butoxycarbonyl-4-fluoropiperidin-4-yl)ethoxy]quinoxaline). Solvent: CO (methanol), CO (methanol). Conditions: time 1 hour. Yields the product Cl.ClC1=NC2=CC=CC=C2N=C1OC(C(F)(F)F)C1(CCNCC1)F (2-chloro-3-[2,2,2-trifluoro-1-(4-fluoropiperidin-4-yl)-ethoxy]quinoxaline hydrochloride). Isolated yield 209.4%. RXN SMILES: [Cl:1][C:2]1[C:11]([O:12][CH:13]([C:18]2([F:31])[CH2:23][CH2:22][N:21](C(OC(C)(C)C)=O)[CH2:20][CH2:19]2)[C:14]([F:17])([F:16])[F:15])=[N:10][C:9]2[C:4](=[CH:5][CH:6]=[CH:7][CH:8]=2)[N:3]=1.Cl>CO>[ClH:1].[Cl:1][C:2]1[C:11]([O:12][CH:13]([C:18]2([F:31])[CH2:23][CH2:22][NH:21][CH2:20][CH2:19]2)[C:14]([F:15])([F:16])[F:17])=[N:10][C:9]2[C:4](=[CH:5][CH:6]=[CH:7][CH:8]=2)[N:3]=1 |f:3.4|. Procedure details: 2-Chloro-3-[2,2,2-trifluoro-1-(1-tert-butoxycarbonyl-4-fluoropiperidin-4-yl)ethoxy]quinoxaline (367 mg, 0.797 mmol) was dissolved in methanol (4.0 mL). To this, a 10% solution of hydrogen chloride in methanol (4.0 mL) was added and the mixture was stirred at room temperature for 1 hour. The mixture was further stirred at 50° C. for 1 hour and the solvent was evaporated off under reduced pressure. Thus, 2-chloro-3-[2,2,2-trifluoro-1-(4-fluoropiperidin-4-yl)-ethoxy]quinoxaline hydrochloride (334 m... Reactants: [N+](=O)([O-])C1=C2CCC(C2=CC=C1)O (4-nitro-2,3-dihydro-1H-inden-1-ol), S(=O)(Cl)Cl (thionyl chloride). Run in C1(=CC=CC=C1)C (toluene). Conditions: temperature 0 celsius, time 30 minute. Product: ClC1CCC2=C(C=CC=C12)[N+](=O)[O-] (1-Chloro-4-nitro-2,3-dihydro-1H-indene). As a reaction SMILES: [N+:1]([C:4]1[CH:12]=[CH:11][CH:10]=[C:9]2[C:5]=1[CH2:6][CH2:7][CH:8]2O)([O-:3])=[O:2].S(Cl)([Cl:16])=O>C1(C)C=CC=CC=1>[Cl:16][CH:8]1[C:9]2[C:5](=[C:4]([N+:1]([O-:3])=[O:2])[CH:12]=[CH:11][CH:10]=2)[CH2:6][CH2:7]1. Reported procedure: To a 0° C. solution of 4-nitro-2,3-dihydro-1H-inden-1-ol (252 mg, 1.41 mmol, 1.0 equiv) in dry toluene (2.5 mL) was added thionyl chloride (160 μL, 2.11 mmol, 1.5 equiv) dropwise by syringe. After stirring at 0° C. for 30 min, the reaction mixture was heated to 55° C. for 2 h. The reaction was allowed to cool to room temperature, washed twice with water, dried over sodium sulfate, filtered and concentrated in vacuo. The unpurified alkyl chloride (221 mg, 79%) was used without further purificatio...